The task is: describe an organic reaction: reactants, conditions, products, and yield. This data is from the Open Reaction Database (ORD), a public repository of structured organic reaction records. Reactants: C([O-])([O-])=O.[K+].[K+] (potassium carbonate), COC(=O)C1=C(C2=C(C(=N1)Br)N=C(O2)C2=CC=CC=C2)OC(C(C)(C)C)=O (4-bromo-7-(2,2-dimethyl-propionyloxy)-2-phenyl-oxazolo[4,5-c]pyridine-6-carboxylic acid methyl ester), COC=1C=C(C=CC1)B(O)O (3-methoxyphenylboronic acid). Reagents/catalysts: C=1C=CC(=CC1)[P](C=2C=CC=CC2)(C=3C=CC=CC3)[Pd]([P](C=4C=CC=CC4)(C=5C=CC=CC5)C=6C=CC=CC6)([P](C=7C=CC=CC7)(C=8C=CC=CC8)C=9C=CC=CC9)[P](C=1C=CC=CC1)(C=1C=CC=CC1)C=1C=CC=CC1 (tetrakis(triphenylphosphine)palladium(0)). The solvent is O1CCOCC1 (1,4-dioxane), C(C)(=O)OCC (ethyl acetate). Run at temperature 100 celsius. Product: COC(=O)C1=C(C2=C(C(=N1)C1=CC(=CC=C1)OC)N=C(O2)C2=CC=CC=C2)OC(C(C)(C)C)=O (7-(2,2-Dimethyl-propionyloxy)-4-(3-methoxy-phenyl)-2-phenyl-oxazolo[4,5-c]pyridine-6-carboxylic acid methyl ester), COC(=O)C1=C(C2=C(C(=N1)C1=CC(=CC=C1)OC)N=C(O2)C2=CC=CC=C2)O (7-hydroxy-4-(3-methoxy-phenyl)-2-phenyl-oxazolo[4,5-c]pyridine-6-carboxylic acid methyl ester). RXN SMILES: [CH3:1][O:2][C:3]([C:5]1[N:10]=[C:9](Br)[C:8]2[N:12]=[C:13]([C:15]3[CH:20]=[CH:19][CH:18]=[CH:17][CH:16]=3)[O:14][C:7]=2[C:6]=1[O:21][C:22](=[O:27])[C:23]([CH3:26])([CH3:25])[CH3:24])=[O:4].[CH3:28][O:29][C:30]1[CH:31]=[C:32](B(O)O)[CH:33]=[CH:34][CH:35]=1.C(=O)([O-])[O-].[K+].[K+]>O1CCOCC1.C(OCC)(=O)C.C1C=CC([P]([Pd]([P](C2C=CC=CC=2)(C2C=CC=CC=2)C2C=CC=CC=2)([P](C2C=CC=CC=2)(C2C=CC=CC=2)C2C=CC=CC=2)[P](C2C=CC=CC=2)(C2C=CC=CC=2)C2C=CC=CC=2)(C2C=CC=CC=2)C2C=CC=CC=2)=CC=1>[CH3:1][O:2][C:3]([C:5]1[N:10]=[C:9]([C:34]2[CH:33]=[CH:32][CH:31]=[C:30]([O:29][CH3:28])[CH:35]=2)[C:8]2[N:12]=[C:13]([C:15]3[CH:20]=[CH:19][CH:18]=[CH:17][CH:16]=3)[O:14][C:7]=2[C:6]=1[O:21][C:22](=[O:27])[C:23]([CH3:26])([CH3:25])[CH3:24])=[O:4].[CH3:1][O:2][C:3]([C:5]1[N:10]=[C:9]([C:34]2[CH:33]=[CH:32][CH:31]=[C:30]([O:29][CH3:28])[CH:35]=2)[C:8]2[N:12]=[C:13]([C:15]3[CH:20]=[CH:19][CH:18]=[CH:17][CH:16]=3)[O:14][C:7]=2[C:6]=1[OH:21])=[O:4] |f:2.3.4,^1:60,62,81,100|. Procedure: Under a nitrogen atmosphere 4-bromo-7-(2,2-dimethyl-propionyloxy)-2-phenyl-oxazolo[4,5-c]pyridine-6-carboxylic acid methyl ester (51 mg, 0.12 mmol), 3-methoxyphenylboronic acid (21.5 mg, 0.14 mmol), potassium carbonate (58.7 mg, 0.43 mmol), and tetrakis(triphenylphosphine)palladium(0) (20.4 mg, 0.018 mmol) were suspended in 3 mL of anhydrous 1,4-dioxane. The reaction mixture was heated at 100° C. for 16 hours, then cooled to room temperature, and diluted with ethyl acetate. The mixture was succe... The reactants are ClC=1C=C2C(CCOC2=CC1C)=O (6-chloro-7-methyl-chroman-4-one), C1CC(=O)N(C1=O)Br (NBS), CC(C)(C#N)N=NC(C)(C)C#N (AIBN). Solvent: C(Cl)(Cl)(Cl)Cl (CCl4). The product is BrCC1=C(C=C2C(CCOC2=C1)=O)Cl (7-bromomethyl-6-chloro-chroman-4-one). Reaction SMILES: [Cl:1][C:2]1[CH:3]=[C:4]2[C:9](=[CH:10][C:11]=1[CH3:12])[O:8][CH2:7][CH2:6][C:5]2=[O:13].C1C(=O)N([Br:21])C(=O)C1.CC(N=NC(C#N)(C)C)(C#N)C>C(Cl)(Cl)(Cl)Cl>[Br:21][CH2:12][C:11]1[CH:10]=[C:9]2[C:4]([C:5](=[O:13])[CH2:6][CH2:7][O:8]2)=[CH:3][C:2]=1[Cl:1]. Procedure details: A mixture of 6-chloro-7-methyl-chroman-4-one (20 g, 101.71 mmol), NBS (19.9 g, 111.88 mmol), and AIBN (4.17 g, 25.43 mmol) in anhydrous CCl4 (300 mL) was heated at reflux in 24 h. The mixture was cooled, filtered the solid. The filtrate was concentrated and used in the next step without purification. Starting materials: BrC=1C=CC(=C(C1)CI)CCC1=C(C(=CC=C1)OC)C (5-Bromo-2-[2-(3-methoxy-2-methylphenyl)-ethyl]-phenyliodomethane), CS(=O)C (DMSO), [C-]#N.[K+] (potassium cyanide). Solvent: ClCCl (dichloromethane), C(C)(C)O (isopropyl alcohol). Reaction conditions: temperature 42 celsius, time 16.5 hour. Product: BrC=1C=CC(=C(C1)CC#N)CCC1=C(C(=CC=C1)OC)C (5-Bromo-2-[2-(3-methoxy-2-methyl-phenyl)-ethyl]-phenylacetonitrile). Isolated yield 46.0%. Reaction SMILES: [Br:1][C:2]1[CH:3]=[CH:4][C:5]([CH2:10][CH2:11][C:12]2[CH:17]=[CH:16][CH:15]=[C:14]([O:18][CH3:19])[C:13]=2[CH3:20])=[C:6]([CH2:8]I)[CH:7]=1.CS(C)=O.[C-:25]#[N:26].[K+]>ClCCl.C(O)(C)C>[Br:1][C:2]1[CH:3]=[CH:4][C:5]([CH2:10][CH2:11][C:12]2[CH:17]=[CH:16][CH:15]=[C:14]([O:18][CH3:19])[C:13]=2[CH3:20])=[C:6]([CH2:8][C:25]#[N:26])[CH:7]=1 |f:2.3|. Procedure details: To 5-bromo-2-[2-(3-methoxy-2-methylphenyl)-ethyl]-phenyliodomethane 9 (5.56 g; 12.5 mmol) in dichloromethane (10 mL), isopropyl alcohol (10 mL), and DMSO (3 mL), was added potassium cyanide (1.22 g; 18.8 mmol). The mixture was stirred at 42° C. for 16.5 hours and concentrated in vacuo. The resultant residue was taken up in dichloromethane and water. The solution was shaken and the layers were separated. The organic layer was washed sequentially with water and brine, dried over MgSO4 and concentr... The reagents and catalysts are [Pd] (palladium on activated carbon). The reactants are [N+](=O)([O-])C=1C=C2C=C(N(C2=CC1)C1=CC=CC=C1)C(=O)OCC (ethyl 5-nitro-1-phenyl-1H-indole-2-carboxylate), C(=O)[O-].[NH4+] (ammonium formate). Reported procedure: 300 mg (0.97 mmol) of ethyl 5-nitro-1-phenyl-1H-indole-2-carboxylate from Example LVI are initially charged in 40 ml of ethyl acetate and 40 ml of ethanol. 365 mg (5.80 mmol) of ammonium formate and 102 mg of palladium on activated carbon (10%) are added. The mixture is heated to reflux, and at 50° C. gas evolves. After 4 hours at reflux, the mixture is cooled and filtered off through kieselguhr, which is washed with 500 ml of ethanol. The solvent is removed under reduced pressure and the residu... As a reaction SMILES: [N+:1]([C:4]1[CH:5]=[C:6]2[C:10](=[CH:11][CH:12]=1)[N:9]([C:13]1[CH:18]=[CH:17][CH:16]=[CH:15][CH:14]=1)[C:8]([C:19]([O:21][CH2:22][CH3:23])=[O:20])=[CH:7]2)([O-])=O.C([O-])=O.[NH4+]>C(OCC)(=O)C.C(O)C.[Pd]>[NH2:1][C:4]1[CH:5]=[C:6]2[C:10](=[CH:11][CH:12]=1)[N:9]([C:13]1[CH:18]=[CH:17][CH:16]=[CH:15][CH:14]=1)[C:8]([C:19]([O:21][CH2:22][CH3:23])=[O:20])=[CH:7]2 |f:1.2|. Solvent: C(C)O (ethanol), C(C)(=O)OCC (ethyl acetate). Product: NC=1C=C2C=C(N(C2=CC1)C1=CC=CC=C1)C(=O)OCC (Ethyl 5-amino-1-phenyl-1H-indole-2-carboxylate). Reactants: ice water, ClC=1C(C(=C(C(C1Cl)=O)C#N)C#N)=O (2,3-dichloro-5,6-dicyano-1,4-benzoquinone), C1=CC(=CC=C1[N+](=O)[O-])O (p-nitrophenol), C(=O)(OC)[C@@H]1[C@]2(C)[C@@H](CC1)[C@@H]1CN(C3=CC(CC[C@]3(C)[C@H]1CC2)=O)C(=O)OC(C)(C)C (17β-carbomethoxy-6-t-butoxycarbonyl-6-azaandrost-4-en-3-one). The solvent is O1CCOCC1 (dioxane). Yields the product C(=O)(OC)[C@@H]1[C@]2(C)[C@@H](CC1)[C@@H]1CN(C3=CC(C=C[C@]3(C)[C@H]1CC2)=O)C(=O)OC(C)(C)C (17β-carbomethoxy-6-t-butoxycarbonyi-6-azaandrost-1,4-dien-3-one). As a reaction SMILES: [C:1]([C@H:5]1[CH2:10][CH2:9][C@H:8]2[C@H:11]3[C@H:21]([CH2:22][CH2:23][C@:6]12[CH3:7])[C@:19]1([CH3:20])[C:14](=[CH:15][C:16](=[O:24])[CH2:17][CH2:18]1)[N:13]([C:25]([O:27][C:28]([CH3:31])([CH3:30])[CH3:29])=[O:26])[CH2:12]3)([O:3][CH3:4])=[O:2].ClC1C(=O)C(C#N)=C(C#N)C(=O)C=1Cl.C1C([N+]([O-])=O)=CC=C(O)C=1>O1CCOCC1>[C:1]([C@H:5]1[CH2:10][CH2:9][C@H:8]2[C@H:11]3[C@H:21]([CH2:22][CH2:23][C@:6]12[CH3:7])[C@:19]1([CH3:20])[C:14](=[CH:15][C:16](=[O:24])[CH:17]=[CH:18]1)[N:13]([C:25]([O:27][C:28]([CH3:31])([CH3:30])[CH3:29])=[O:26])[CH2:12]3)([O:3][CH3:4])=[O:2]. Procedure: A solution of 17β-carbomethoxy-6-t-butoxycarbonyl-6-azaandrost-4-en-3-one (2.00 g, 4.63 mmol), prepared in example 1, part E, in dioxane (50 mL) is treated with 2,3-dichloro-5,6-dicyano-1,4-benzoquinone (DDQ, 1.37 g, 6.02 mmol) and p-nitrophenol (10 mg). The reaction is heated to reflux for 2 hrs, poured into ice water (150 mL), extracted with ethyl acetate (3×100 mL), extracts washed with saturated aqueous NaHSO3, 2N NaOH, saturated aqueous NaCl, dried over MgSO4, concentrated and chromatograph... Procedure: The phenylethanone of Step 2 (500 mg) was dissolved in MeOH (20 mL), and potassium carbonate (1 eq.) was added followed by water (1 mL). The mixture was stirred at room temperature for 1 h, and then was poured into water. The solution was acidified with HCl and a precipitate was formed. The precipitate was collected and air dried to give about 350 mg of 1-(2,5-dihydroxy-3,4-dimethyl-phenyl)-ethanone. Run in CO (MeOH). Reaction SMILES: [OH:1][C:2]1[C:7]([CH3:8])=[C:6]([CH3:9])[C:5]([O:10]C(=O)C)=[CH:4][C:3]=1[C:14](=[O:16])[CH3:15].C(=O)([O-])[O-].[K+].[K+].O.Cl>CO>[OH:1][C:2]1[C:7]([CH3:8])=[C:6]([CH3:9])[C:5]([OH:10])=[CH:4][C:3]=1[C:14](=[O:16])[CH3:15] |f:1.2.3|. Run at time 1 hour. Yield: 86.3%. Reactants: O (water), OC1=C(C=C(C(=C1C)C)OC(C)=O)C(C)=O (1-(2-hydroxy-5-acetoxy-3,4-dimethyl-phenyl)-ethanone), C([O-])([O-])=O.[K+].[K+] (potassium carbonate), O (water), Cl (HCl). Product: OC1=C(C=C(C(=C1C)C)O)C(C)=O (1-(2,5-dihydroxy-3,4-dimethyl-phenyl)-ethanone). Reactants: [O-][n+]1ccccc1Br, CN(C)C=O, Cl, [LiH], c1c[nH]cn1. Product: [O-][n+]1ccccc1-n1ccnc1. As a reaction SMILES: [Br:8][c:9]1[n+:10]([O-:15])[cH:11][cH:12][cH:13][cH:14]1.[CH3:16][N:17]([CH3:18])[CH:19]=[O:20].[ClH:7].[LiH:6].[nH:1]1[cH:2][n:3][cH:4][cH:5]1>>[n:1]1(-[c:9]2[n+:10]([O-:15])[cH:11][cH:12][cH:13][cH:14]2)[cH:2][n:3][cH:4][cH:5]1. The reactants are C(C)(=O)C1=CC=C(C=C1)S(=O)(=O)N (4-acetylbenzenesulfonamide), O.[F-].C(CCC)[N+](CCCC)(CCCC)CCCC (tetrabutylammonium fluoride hydrate), solution, C(F)(F)(F)[Si](C)(C)C (CF3TMS). Run in C(=O)(O)[O-].[Na+] (NaHCO3), C1CCOC1 (THF), C1CCOC1 (THF). Run at time 5 minute. Product: FC(C(C)(O)C1=CC=C(C=C1)S(=O)(=O)N1CCCCCC1)(F)F (1-(4-(2,2,2-trifluoro-1-hydroxy-1-methylethyl)phenylsulfonyl)-homopiperidine). Reaction SMILES: [C:1]([C:4]1[CH:9]=[CH:8][C:7]([S:10](N)(=[O:12])=[O:11])=[CH:6][CH:5]=1)(=[O:3])[CH3:2].[C:14]([Si](C)(C)C)([F:17])([F:16])[F:15].O.[F-].C([N+:28]([CH2:37][CH2:38][CH2:39][CH3:40])([CH2:33][CH2:34]CC)CCCC)CCC>C1COCC1.C([O-])(O)=O.[Na+]>[F:15][C:14]([F:17])([F:16])[C:1]([C:4]1[CH:5]=[CH:6][C:7]([S:10]([N:28]2[CH2:33][CH2:34][CH2:40][CH2:39][CH2:38][CH2:37]2)(=[O:12])=[O:11])=[CH:8][CH:9]=1)([OH:3])[CH3:2] |f:2.3.4,6.7|. Reported procedure: The 4-acetylbenzenesulfonamide prepared above (247 mg, 0.879 mmol, 1.0 equiv) was dissolved in 10 mL THF followed by the addition on 3.52 mL of a 0.5M solution of CF3TMS in THF. After 5 min, 229 mg of tetrabutylammonium fluoride hydrate (0.879 mmol, 1.0 equiv) was added to the stirring solution. After stirring 21 h the reaction mixture was diluted with sat. NaHCO3, extracted (2× EtOAc), dried (MgSO4) and concentrated under reduced pressure. Purification by flash chromatography (SiO2, 2% MeOH/CH2...